From a dataset of the Open Reaction Database (ORD), a public repository of structured organic reaction records. describe an organic reaction: reactants, conditions, products, and yield The reactants are OC=1C(=C(C=CC1OC)C1=C2CCC(C2=CC=C1)=O)OC (4-(3-hydroxy-2,4-dimethoxyphenyl)-2,3-dihydro-1H-inden-1-one), C([O-])([O-])=O.[K+].[K+] (potassium carbonate), BrCC1(COC1)CO ((3-(bromomethyl)oxetan-3-yl)methanol). The solvent is C(C)#N (acetonitrile). Run at temperature 80 celsius. The product is OCC1(COC1)COC=1C(=C(C=CC1OC)C1=C2CCC(C2=CC=C1)=O)OC (4-(3-((3-(Hydroxymethyl)oxetan-3-yl)methoxy)-2,4-dimethoxyphenyl)-2,3-dihydro-1H-inden-1-one). Isolated yield 27.8%. Reaction SMILES: [OH:1][C:2]1[C:3]([O:20][CH3:21])=[C:4]([C:10]2[CH:18]=[CH:17][CH:16]=[C:15]3[C:11]=2[CH2:12][CH2:13][C:14]3=[O:19])[CH:5]=[CH:6][C:7]=1[O:8][CH3:9].C(=O)([O-])[O-].[K+].[K+].Br[CH2:29][C:30]1([CH2:34][OH:35])[CH2:33][O:32][CH2:31]1>C(#N)C>[OH:35][CH2:34][C:30]1([CH2:29][O:1][C:2]2[C:3]([O:20][CH3:21])=[C:4]([C:10]3[CH:18]=[CH:17][CH:16]=[C:15]4[C:11]=3[CH2:12][CH2:13][C:14]4=[O:19])[CH:5]=[CH:6][C:7]=2[O:8][CH3:9])[CH2:33][O:32][CH2:31]1 |f:1.2.3|. Procedure details: To a stirring solution of 4-(3-hydroxy-2,4-dimethoxyphenyl)-2,3-dihydro-1H-inden-1-one (80 mg, 0.281 mmol) in acetonitrile (5 mL) was added potassium carbonate (115 mg, 0.843 mmol) and (3-(bromomethyl)oxetan-3-yl)methanol (153 mg, 0.843 mmol) and the resultant reaction mixture was heated to 80° C. for 4 h. The reaction mixture was filtered through celite and the filtrate was concentrated under reduced pressure. The obtained residue was purified by column chromatography (silica gel, 0-50% ethyl a... The yield is 31.5%. Reactants: P(=O)(Cl)(Cl)Cl (phosphorus oxychloride), P(Cl)(Cl)(Cl)(Cl)Cl (phosphorus pentachloride), C(C1=CC=CC=C1)N1C(NC2=C1C(=NC=C2)Cl)=O (3-benzyl-4-chloro-1,3-dihydroimidazo[4,5-c]pyridin-2-one). Procedure details: 5 ml of phosphorus oxychloride and 0.338 g of phosphorus pentachloride were added to 0.383 g of 3-benzyl-4-chloro-1,3-dihydroimidazo[4,5-c]pyridin-2-one, and the mixture was heated under reflux for 24 hours. The solvent was concentrated under reduced pressure, and the residue was poured into 50 g of ice/water. The mixture was extracted with 100 ml of ethyl acetate. The organic layer was dried over magnesium sulfate, and concentrated under reduced pressure. The residue was purified by silica gel ... Yields the product C(C1=CC=CC=C1)N1C(NC2=C1C(=NC=C2)Cl)Cl (3-Benzyl-2,4-dichloro-1,3-dihydroimidazo[4,5-c]pyridine). As a reaction SMILES: P(Cl)(Cl)(Cl)=O.P(Cl)(Cl)(Cl)(Cl)[Cl:7].[CH2:12]([N:19]1[C:23]2[C:24]([Cl:28])=[N:25][CH:26]=[CH:27][C:22]=2[NH:21][C:20]1=O)[C:13]1[CH:18]=[CH:17][CH:16]=[CH:15][CH:14]=1>>[CH2:12]([N:19]1[C:23]2[C:24]([Cl:28])=[N:25][CH:26]=[CH:27][C:22]=2[NH:21][CH:20]1[Cl:7])[C:13]1[CH:18]=[CH:17][CH:16]=[CH:15][CH:14]=1.